describe an organic reaction: reactants, conditions, products, and yield From a dataset of the Open Reaction Database (ORD), a public repository of structured organic reaction records. Reactants: Cc1ccc(S(=O)(=O)O)cc1, CC(C)(C#CC(=O)c1cscn1)O[Si](C)(C)C, ClCCl, O. Yields the product CC(C)(O)C#CC(=O)c1cscn1. Reaction SMILES: [CH3:18][c:19]1[cH:20][cH:21][c:22]([S:23]([OH:24])(=[O:25])=[O:26])[cH:27][cH:28]1.[CH3:1][C:2]([C:3]#[C:4][C:5](=[O:6])[c:7]1[n:8][cH:9][s:10][cH:11]1)([CH3:12])[O:13][Si:14]([CH3:15])([CH3:16])[CH3:17].[Cl:29][CH2:30][Cl:31].[OH2:32]>>[CH3:1][C:2]([C:3]#[C:4][C:5](=[O:6])[c:7]1[n:8][cH:9][s:10][cH:11]1)([CH3:12])[OH:13]. Starting materials: CC(C)(C)OC(=O)N1CCC(c2nc(-c3ccc(F)c(Cl)c3)cn2CCOC2CCCCO2)CC1, C1CCOC1, Cl. Product: CC(C)(C)OC(=O)N1CCC(c2nc(-c3ccc(F)c(Cl)c3)cn2CCO)CC1. As a reaction SMILES: [C:1]([CH3:2])([CH3:3])([CH3:4])[O:5][C:6](=[O:7])[N:8]1[CH2:9][CH2:10][CH:11]([c:14]2[n:15]([CH2:27][CH2:28][O:29][CH:30]3[CH2:31][CH2:32][CH2:33][CH2:34][O:35]3)[cH:16][c:17](-[c:19]3[cH:20][c:21]([Cl:26])[c:22]([F:25])[cH:23][cH:24]3)[n:18]2)[CH2:12][CH2:13]1.[CH2:37]1[O:38][CH2:39][CH2:40][CH2:41]1.[ClH:36]>>[C:1]([CH3:2])([CH3:3])([CH3:4])[O:5][C:6](=[O:7])[N:8]1[CH2:9][CH2:10][CH:11]([c:14]2[n:15]([CH2:27][CH2:28][OH:29])[cH:16][c:17](-[c:19]3[cH:20][c:21]([Cl:26])[c:22]([F:25])[cH:23][cH:24]3)[n:18]2)[CH2:12][CH2:13]1. Reactants: C1CCOC1, COc1ccc2cc(C(=O)c3cn(C(c4ccccc4)(c4ccccc4)c4ccccc4)cn3)ccc2c1, O=CO. Yields the product COc1ccc2cc(C(=O)c3c[nH]cn3)ccc2c1. Reaction SMILES: [CH2:42]1[O:43][CH2:44][CH2:45][CH2:46]1.[CH3:1][O:2][c:3]1[cH:4][c:5]2[cH:6][cH:7][c:8]([C:13](=[O:14])[c:15]3[n:16][cH:17][n:18]([C:20]([c:21]4[cH:22][cH:23][cH:24][cH:25][cH:26]4)([c:27]4[cH:28][cH:29][cH:30][cH:31][cH:32]4)[c:33]4[cH:34][cH:35][cH:36][cH:37][cH:38]4)[cH:19]3)[cH:9][c:10]2[cH:11][cH:12]1.[CH:39]([OH:40])=[O:41]>>[CH3:1][O:2][c:3]1[cH:4][c:5]2[cH:6][cH:7][c:8]([C:13](=[O:14])[c:15]3[n:16][cH:17][nH:18][cH:19]3)[cH:9][c:10]2[cH:11][cH:12]1. Starting materials: C(C)NCC1(CN(CC1)C(=O)OCC)O (ethyl 3-ethylaminomethyl-3hydroxypyrrolidine-1-carboxylate), Ba(OH)2. The solvent is O (water). Yields the product C(C)NCC1(CNCC1)O (3-Ethylaminomethyl-3-hydroxypyrrolidine). Reaction SMILES: [CH2:1]([NH:3][CH2:4][C:5]1([OH:15])[CH2:9][CH2:8][N:7](C(OCC)=O)[CH2:6]1)[CH3:2]>O>[CH2:1]([NH:3][CH2:4][C:5]1([OH:15])[CH2:9][CH2:8][NH:7][CH2:6]1)[CH3:2]. Procedure: 7.7 g (35.6 mmol) of ethyl 3-ethylaminomethyl-3hydroxypyrrolidine-1-carboxylate are heated under reflux overnight with 22 g of Ba(OH)2. 8H2O in 220 ml of water. The mixture is filtered off with suction from BaCO3 and concentrated. The residue is boiled five times using 100 m of dioxane each time, and the dioxane solution is concentrated and distilled. Reactants: CC1(N=CC2=C(NC1)N=CC(=C2)/C=C/C(=O)N(CC=2OC1=C(C2C)C=CC=C1)C)C ((E)-3-(3,3-dimethyl-2,3-dihydro-1H-pyrido[2,3-e][1,4]diazepin-7-yl)-N-methyl-N-(3-methylbenzofuran-2-ylmethyl)acrylamide), Cl (HCl), solution. Solvent: C(Cl)Cl (CH2Cl2), CCOCC (Et2O), CCOCC (Et2O). Conditions: time 15 minute. Yields the product Cl.CC1(N=CC2=C(NC1)N=CC(=C2)/C=C/C(=O)N(CC=2OC1=C(C2C)C=CC=C1)C)C ((E)-3-(3,3-Dimethyl-2,3-dihydro-1H-pyrido[2,3-e][1,4]diazepin-7-yl)-N-methyl-N-(3-methylbenzofuran-2-ylmethyl)acrylamide hydrochloride). The yield is 86.0%. Reaction SMILES: [CH3:1][C:2]1([CH3:30])[CH2:8][NH:7][C:6]2[N:9]=[CH:10][C:11](/[CH:13]=[CH:14]/[C:15]([N:17]([CH3:29])[CH2:18][C:19]3[O:20][C:21]4[CH:28]=[CH:27][CH:26]=[CH:25][C:22]=4[C:23]=3[CH3:24])=[O:16])=[CH:12][C:5]=2[CH:4]=[N:3]1.[ClH:31]>C(Cl)Cl.CCOCC>[ClH:31].[CH3:1][C:2]1([CH3:30])[CH2:8][NH:7][C:6]2[N:9]=[CH:10][C:11](/[CH:13]=[CH:14]/[C:15]([N:17]([CH3:29])[CH2:18][C:19]3[O:20][C:21]4[CH:28]=[CH:27][CH:26]=[CH:25][C:22]=4[C:23]=3[CH3:24])=[O:16])=[CH:12][C:5]=2[CH:4]=[N:3]1 |f:4.5|. Procedure details: A solution of (E)-3-(3,3-dimethyl-2,3-dihydro-1H-pyrido[2,3-e][1,4]diazepin-7-yl)-N-methyl-N-(3-methylbenzofuran-2-ylmethyl)acrylamide (0.11 g, 0.27 mmol) in CH2Cl2 (10 mL) was treated with anhydrous HCl (0.27 mL of a 1.0 M solution in Et2O, 0.27 mmol). After stirring for 15 min, the mixture was diluted with Et2O (50 mL) and allowed to stir for 3 h. The solid was isolated by filtration, washed with Et2O, and dried under vacuum at 50° C. overnight to give the title compound (0.10 g, 86%) as a yel... The reactants are BrC=1SC(=CC1C(=O)Cl)C (2-Bromo-5-methyl-3-thiophenecarbonyl chloride), BrC=1SC(=CC1C(=O)O)C (2-bromo-5-methyl-3-thiophenecarboxylic acid), S(=O)(Cl)Cl (thionyl chloride), C(C)(C)OC(C)C.C(C)(=O)OCC (diisopropyl ether ethyl acetate), 2-ainino-3-methylphenol, N1=CC=CC=C1 (pyridine). Solvent: C1(=CC=CC=C1)C (toluene), C1(=CC=CC=C1)C (toluene). Conditions: time 3 hour. Product: OC1=C(C(=CC=C1)C)NC(=O)C1=C(SC(=C1)C)Br (N-(2-hydroxy-6-methylphenyl)-2-bromo-5-methyl-3-thiophenecarboxamide). As a reaction SMILES: [Br:1][C:2]1[S:3][C:4]([CH3:10])=[CH:5][C:6]=1[C:7](Cl)=[O:8].BrC1S[C:14]([CH3:20])=[CH:15][C:16]=1[C:17]([OH:19])=O.S(Cl)(Cl)=O.C(OC(C)C)(C)C.[C:32](OCC)(=O)C.[N:38]1C=CC=C[CH:39]=1>C1(C)C=CC=CC=1>[OH:19][C:17]1[CH:16]=[CH:15][CH:14]=[C:20]([CH3:32])[C:39]=1[NH:38][C:7]([C:6]1[CH:5]=[C:4]([CH3:10])[S:3][C:2]=1[Br:1])=[O:8] |f:3.4|. Procedure: 2-Bromo-5-methyl-3-thiophenecarbonyl chloride (2.6 g), prepared in the same manner as above from 2-bromo-5-methyl-3-thiophenecarboxylic acid and thionyl chloride, was suspended in toluene (20 ml). This toluene solution was added dropwise to a solution of 2-ainino-3-methylphenol (1.4 g) in pyridine (30 ml) at 0° C. The mixture was stirred at room temperature for 3 hours and diisopropyl ether-ethyl acetate was added. The solvent was evaporated under reduced pressure. The precipitated crystals were... Reactants: [F-].C(CCC)[N+](CCCC)(CCCC)CCCC (Tetrabutylammonium fluoride), FC=1C=C(C=C(OCC2=CC=C3C(=CC(OC3=C2)=O)C2=COC=C2)C1)C(CC)(C=1N(C=CN1)COCC[Si](C)(C)C)O (7-(5-Fluoro-3-{1-hydroxy-1-[N-(2-trimethylsilylethoxymethyl)imidazol-2-yl]propyl}phenoxymethyl)-4-(furan-3-yl)coumarin), C(C)(=O)OCC (Ethyl acetate). The solvent is C1CCOC1 (THF). Conditions: temperature 55 celsius, time 1 hour. Product: FC=1C=C(C=C(OCC2=CC=C3C(=CC(OC3=C2)=O)C2=COC=C2)C1)C(CC)(C=1NC=CN1)O (7-{5-Fluoro-3-[1-hydroxy-1-(imidazol-2-yl)propyl]-phenoxymethyl}-4-(furan-3-yl)coumarin). Reaction SMILES: [F:1][C:2]1[CH:3]=[C:4]([C:26]([OH:42])([C:29]2[N:30](COCC[Si](C)(C)C)[CH:31]=[CH:32][N:33]=2)[CH2:27][CH3:28])[CH:5]=[C:6]([CH:25]=1)[O:7][CH2:8][C:9]1[CH:18]=[C:17]2[C:12]([C:13]([C:20]3[CH:24]=[CH:23][O:22][CH:21]=3)=[CH:14][C:15](=[O:19])[O:16]2)=[CH:11][CH:10]=1.[F-].C([N+](CCCC)(CCCC)CCCC)CCC.C(OCC)(=O)C>C1COCC1>[F:1][C:2]1[CH:3]=[C:4]([C:26]([OH:42])([C:29]2[NH:33][CH:32]=[CH:31][N:30]=2)[CH2:27][CH3:28])[CH:5]=[C:6]([CH:25]=1)[O:7][CH2:8][C:9]1[CH:18]=[C:17]2[C:12]([C:13]([C:20]3[CH:24]=[CH:23][O:22][CH:21]=3)=[CH:14][C:15](=[O:19])[O:16]2)=[CH:11][CH:10]=1 |f:1.2|. Procedure: Under N2 the compound from Step 1 (94 mg, 0.159 mmol) was dissolved in THF (2 mL). Tetrabutylammonium fluoride was added (795 μL, 0.795 mmol) and the reaction was stirred at 55° C. for 1 h. Ethyl acetate was added and the organic phase was washed with brine, dried over MgSO4, filtered and evaporated to give an oil which was purified by a flash silica column using EtOAc then 5% MeOH in CH2Cl2 as the eluent. The title compound was obtained: 12.8 mg (17%). Mass spec.: 461 (MH+).